describe an organic reaction: reactants, conditions, products, and yield From a dataset of the Open Reaction Database (ORD), a public repository of structured organic reaction records. Reactants: NC1C(N(C2=C(C(=N1)C1=CC=CC=C1)C=CC=C2)C)=O (3-amino-1,3-dihydro-1-methyl-5-phenyl-2H-1,4-benzodiazepin-2-one), CC(C(=O)O)C(=O)NCC1=CC(=CC=C1)C (2-methyl-N-(3-methyl-benzyl)-malonamic acid). Yields the product CC(C(=O)NCC1=CC(=CC=C1)C)C(=O)NC1N=C(C2=C(N(C1=O)C)C=CC=C2)C2=CC=CC=C2 (2-Methyl-N-(3-methyl-benzyl)-N′-(1-methyl-2-oxo-5-phenyl-2,3-dihydro-1H-benzo[e][1,4]diazepin-3-yl)-malonamide). Reaction SMILES: [NH2:1][CH:2]1[N:8]=[C:7]([C:9]2[CH:14]=[CH:13][CH:12]=[CH:11][CH:10]=2)[C:6]2[CH:15]=[CH:16][CH:17]=[CH:18][C:5]=2[N:4]([CH3:19])[C:3]1=[O:20].[CH3:21][CH:22]([C:26]([NH:28][CH2:29][C:30]1[CH:35]=[CH:34][CH:33]=[C:32]([CH3:36])[CH:31]=1)=[O:27])[C:23](O)=[O:24]>>[CH3:21][CH:22]([C:23]([NH:1][CH:2]1[C:3](=[O:20])[N:4]([CH3:19])[C:5]2[CH:18]=[CH:17][CH:16]=[CH:15][C:6]=2[C:7]([C:9]2[CH:14]=[CH:13][CH:12]=[CH:11][CH:10]=2)=[N:8]1)=[O:24])[C:26]([NH:28][CH2:29][C:30]1[CH:35]=[CH:34][CH:33]=[C:32]([CH3:36])[CH:31]=1)=[O:27]. Procedure: The title compound, MS: m/e=468.2 (M+H+), was prepared in analogy to example 16 from 3-amino-1,3-dihydro-1-methyl-5-phenyl-2H-1,4-benzodiazepin-2-one and 2-methyl-N-(3-methyl-benzyl)-malonamic acid.